From a dataset of the Open Reaction Database (ORD), a public repository of structured organic reaction records. describe an organic reaction: reactants, conditions, products, and yield Procedure: A solution of 1-(tert-butoxycarbonyl)-4-(2-hydroxyethyl)piperidine (708 mg, 3.09 mmol) in anhydrous THF (15 mL) was cooled to 0° C., and NaH (60% dispersion in oil, 148 mg, 3.7 mmol, 1.2 equiv.) was added all at once. Alkoxide formation was effected by stirring at room temperature for 2 h under N2, then 4-chlorobenzyl chloride (597 mg, 3.7 mmol, 1.2 equiv.) and tetra-n-butylammonium iodide (114 mg, 0.31 mmol, 0.1 equiv.) were added. The mixture was stirred at room temperature for 20 h. Saturated... Reaction conditions: time 2 hour. Run in C1CCOC1 (THF). Reaction SMILES: [C:1]([O:5][C:6]([N:8]1[CH2:13][CH2:12][CH:11]([CH2:14][CH2:15][OH:16])[CH2:10][CH2:9]1)=[O:7])([CH3:4])([CH3:3])[CH3:2].[H-].[Na+].[Cl:19][C:20]1[CH:27]=[CH:26][C:23]([CH2:24]Cl)=[CH:22][CH:21]=1.[NH4+].[Cl-]>C1COCC1.[I-].C([N+](CCCC)(CCCC)CCCC)CCC>[C:1]([O:5][C:6]([N:8]1[CH2:13][CH2:12][CH:11]([CH2:14][CH2:15][O:16][CH2:24][C:23]2[CH:26]=[CH:27][C:20]([Cl:19])=[CH:21][CH:22]=2)[CH2:10][CH2:9]1)=[O:7])([CH3:4])([CH3:3])[CH3:2] |f:1.2,4.5,7.8|. Starting materials: ClC1=CC=C(CCl)C=C1 (4-chlorobenzyl chloride), C(C)(C)(C)OC(=O)N1CCC(CC1)CCO (1-(tert-butoxycarbonyl)-4-(2-hydroxyethyl)piperidine), [H-].[Na+] (NaH), Alkoxide, [NH4+].[Cl-] (NH4Cl). Yields the product C(C)(C)(C)OC(=O)N1CCC(CC1)CCOCC1=CC=C(C=C1)Cl (1-(tert-Butoxycarbonyl)-4-[2-(4-chlorobenzyloxy)ethyl]piperidine). Reagents/catalysts: [I-].C(CCC)[N+](CCCC)(CCCC)CCCC (tetra-n-butylammonium iodide). Reactants: O=C(C[C@H]1C(N(CC1)[C@@H]1[C@@H](C[C@@H](CC1)N(C)C(C)C)CS(=O)(=O)C1=CC=CC=C1)=O)C1=CC(=CC=C1)C(F)(F)F ((S*)-3-(2-oxo-2-(3-(trifluoromethyl)phenyl)ethyl)-1-((1S*,2R*,4R*)-4-(isopropyl(methyl)amino)-2-(phenylsulfonylmethyl)cyclohexyl)pyrrolidin-2-one), O(C)N (methoxylamine), Cl (HCl), CC(=O)[O-].[Na+] (NaOAc). Run in CO (MeOH). The product is FC(C(=O)O)(F)F.C(C)(C)N([C@H]1C[C@H]([C@H](CC1)N1C([C@@H](CC1)CC(C1=CC(=CC=C1)C(F)(F)F)=NOC)=O)CS(=O)(=O)C1=CC=CC=C1)C ((S*)-1-((1S*,2R*,4R*)-4-(isopropyl(methyl)amino)-2-(phenylsulfonylmethyl)cyclohexyl)-3-(-2-(methoxyimino)-2-(3-(trifluoromethyl)phenyl)ethyl)pyrrolidin-2-one trifluoroacetate). RXN SMILES: O=[C:2]([C:31]1[CH:36]=[CH:35][CH:34]=[C:33]([C:37]([F:40])([F:39])[F:38])[CH:32]=1)[CH2:3][C@@H:4]1[CH2:8][CH2:7][N:6]([C@H:9]2[CH2:14][CH2:13][C@@H:12]([N:15]([CH:17]([CH3:19])[CH3:18])[CH3:16])[CH2:11][C@H:10]2[CH2:20][S:21]([C:24]2[CH:29]=[CH:28][CH:27]=[CH:26][CH:25]=2)(=[O:23])=[O:22])[C:5]1=[O:30].[O:41]([NH2:43])[CH3:42].Cl.CC([O-])=[O:47].[Na+]>CO>[F:38][C:37]([F:40])([F:39])[C:42]([OH:41])=[O:47].[CH:17]([N:15]([CH3:16])[C@@H:12]1[CH2:13][CH2:14][C@H:9]([N:6]2[CH2:7][CH2:8][C@@H:4]([CH2:3][C:2](=[N:43][O:41][CH3:42])[C:31]3[CH:36]=[CH:35][CH:34]=[C:33]([C:37]([F:38])([F:40])[F:39])[CH:32]=3)[C:5]2=[O:30])[C@H:10]([CH2:20][S:21]([C:24]2[CH:29]=[CH:28][CH:27]=[CH:26][CH:25]=2)(=[O:23])=[O:22])[CH2:11]1)([CH3:18])[CH3:19] |f:3.4,6.7|. Procedure: A stirred mixture of Example 41 (19.7 mg, 34 μmol), methoxylamine.HCl (17 mg, 204 μmol), NaOAc (17 mg, 204 μmol), and MeOH (2 mL) was heated at 50° C. for 24 h. The solvent was removed under vacuum and the residue was dissolved in EtOAc (500 mL). The organic mixture was washed with satd NaHCO3 (3×100 mL), water (200 mL), and brine (200 mL), dried over Na2SO4, filtered, and evaporated. The residue was lyophilized from CH3CN/H2O/TFA give the title compound as a mixture of (E) and (Z) isomers (26.9...